Task: describe an organic reaction: reactants, conditions, products, and yield. Dataset: the Open Reaction Database (ORD), a public repository of structured organic reaction records The reactants are Cc1ccc(S(=O)(=O)n2c(-c3cn(C)c4ccc(NC(=O)OC(C)(C)C)cc34)cc3cccnc32)cc1, CO, [K+], [OH-]. Product: Cn1cc(-c2cc3cccnc3[nH]2)c2cc(NC(=O)OC(C)(C)C)ccc21. Reaction SMILES: [C:1]([CH3:2])([CH3:3])([CH3:4])[O:5][C:6]([NH:7][c:8]1[cH:9][c:10]2[c:11](-[c:18]3[cH:19][c:20]4[c:21]([n:22][cH:23][cH:24][cH:25]4)[n:26]3[S:27]([c:28]3[cH:29][cH:30][c:31]([CH3:32])[cH:33][cH:34]3)(=[O:35])=[O:36])[cH:12][n:13]([CH3:17])[c:14]2[cH:15][cH:16]1)=[O:37].[CH3:40][OH:41].[K+:39].[OH-:38]>>[C:1]([CH3:2])([CH3:3])([CH3:4])[O:5][C:6]([NH:7][c:8]1[cH:9][c:10]2[c:11](-[c:18]3[cH:19][c:20]4[c:21]([n:22][cH:23][cH:24][cH:25]4)[nH:26]3)[cH:12][n:13]([CH3:17])[c:14]2[cH:15][cH:16]1)=[O:37]. Starting materials: [H-].[Na+] (Sodium hydride), COC(CBr)=O (methylbromoacetate), FC(C=1C=C(C=C(C1)C(F)(F)F)COCC(O)C1=CC=CC=C1)(F)F (2-[3,5-Bis(trifluoromethyl)phenyl)methyloxy-1-phenylethanol). The solvent is CN(C=O)C (dimethylformamide). Run at temperature 23 celsius, time 18 hour. Product: FC(C=1C=C(C=C(C1)C(F)(F)F)COCC(C1=CC=CC=C1)OCC(=O)OC)(F)F (1-(3,5-Bis(trifluoromethyl)phenyl)methyloxy-2-carbomethoxymethyloxy-2-phenylethane). Reaction SMILES: [H-].[Na+].[CH3:3][O:4][C:5](=[O:8])[CH2:6]Br.[F:9][C:10]([F:33])([F:32])[C:11]1[CH:12]=[C:13]([CH2:21][O:22][CH2:23][CH:24]([C:26]2[CH:31]=[CH:30][CH:29]=[CH:28][CH:27]=2)[OH:25])[CH:14]=[C:15]([C:17]([F:20])([F:19])[F:18])[CH:16]=1>CN(C)C=O>[F:9][C:10]([F:32])([F:33])[C:11]1[CH:12]=[C:13]([CH2:21][O:22][CH2:23][CH:24]([O:25][CH2:6][C:5]([O:4][CH3:3])=[O:8])[C:26]2[CH:31]=[CH:30][CH:29]=[CH:28][CH:27]=2)[CH:14]=[C:15]([C:17]([F:19])([F:20])[F:18])[CH:16]=1 |f:0.1|. Procedure details: Sodium hydride (25 mg, 60%) was added to a stirred solution of methylbromoacetate (84 mg) and the compound of Example 3 (200 mg) in dry dimethylformamide (0.5 ml). The mixture was stirred at 23° C. for 18 hrs, then partitioned between water and ethyl acetate. The organic layer was separated, dried (MgSO4), filtered and concentrated in vacuo. The residue was purified by flash column chromatography on silica gel eluting with 9:1 hexanes:ethyl acetate to give the title compound as a clear oil. 1H N... The reactants are O (Water), CC=1N=C(C(=NC1)N)C1=CC=C(C=C1)OC1=CC=CC=C1 (5-methyl-3-(4-phenoxyphenyl)pyrazin-2-amine), [H-].[Na+] (NaH), ClCCS(=O)(=O)Cl (2-chloroethanesulfonyl chloride). Run in CCCCCC (hexane), C1CCOC1 (THF), C1CCOC1 (THF). Conditions: time 8 hour. The product is CC=1N=C(C2=NS(CCN2C1)(=O)=O)C1=CC=C(C=C1)OC1=CC=CC=C1 (7-methyl-9-(4-phenoxyphenyl)-3,4-dihydropyrazino[2,1-c][1,2,4]thiadiazine 2,2-dioxide). As a reaction SMILES: [CH3:1][C:2]1[N:3]=[C:4]([C:9]2[CH:14]=[CH:13][C:12]([O:15][C:16]3[CH:21]=[CH:20][CH:19]=[CH:18][CH:17]=3)=[CH:11][CH:10]=2)[C:5]([NH2:8])=[N:6][CH:7]=1.[H-].[Na+].Cl[CH2:25][CH2:26][S:27](Cl)(=[O:29])=[O:28].O>C1COCC1.CCCCCC>[CH3:1][C:2]1[N:3]=[C:4]([C:9]2[CH:10]=[CH:11][C:12]([O:15][C:16]3[CH:17]=[CH:18][CH:19]=[CH:20][CH:21]=3)=[CH:13][CH:14]=2)[C:5]2[N:6]([CH:7]=1)[CH2:25][CH2:26][S:27](=[O:29])(=[O:28])[N:8]=2 |f:1.2|. Procedure: A solution of 5-methyl-3-(4-phenoxyphenyl)pyrazin-2-amine (124 mg) in THF (dry) (5 mL) was added to a suspension of NaH (60%, 89.0 mg) and 2-chloroethanesulfonyl chloride (0.140 mL) in THF (dry) (5 mL) at 0° C. The mixture was stirred at room temperature overnight. Water and hexane were added to give a white precipitate. The precipitate was collected by filtration and washed with water and EtOAc then recrystallized from EtOAc-EtOH to give the title compound (86.0 mg) as a white solid. The reactants are O=C([O-])[O-], CN(C)C=O, FC(F)(F)C1(c2cc(Cl)c(Cl)c(Cl)c2)CCNC1, CCOC(=O)c1cnc(Cl)nc1C(F)(F)F, [K+], [K+], O. Yields the product CCOC(=O)c1cnc(N2CCC(c3cc(Cl)c(Cl)c(Cl)c3)(C(F)(F)F)C2)nc1C(F)(F)F. As a reaction SMILES: [C:35](=[O:36])([O-:37])[O-:38].[CH3:41][N:42]([CH3:43])[CH:44]=[O:45].[Cl:17][c:18]1[cH:19][c:20]([C:26]2([C:31]([F:32])([F:33])[F:34])[CH2:27][NH:28][CH2:29][CH2:30]2)[cH:21][c:22]([Cl:25])[c:23]1[Cl:24].[Cl:1][c:2]1[n:3][cH:4][c:5]([C:12](=[O:13])[O:14][CH2:15][CH3:16])[c:6]([C:8]([F:9])([F:10])[F:11])[n:7]1.[K+:39].[K+:40].[OH2:46]>>[c:2]1([N:28]2[CH2:27][C:26]([c:20]3[cH:19][c:18]([Cl:17])[c:23]([Cl:24])[c:22]([Cl:25])[cH:21]3)([C:31]([F:32])([F:33])[F:34])[CH2:30][CH2:29]2)[n:3][cH:4][c:5]([C:12](=[O:13])[O:14][CH2:15][CH3:16])[c:6]([C:8]([F:9])([F:10])[F:11])[n:7]1.